Dataset: the Open Reaction Database (ORD), a public repository of structured organic reaction records. Task: describe an organic reaction: reactants, conditions, products, and yield Reaction SMILES: Br[C:2]1[CH:7]=[CH:6][C:5]([N:8]2[CH:12]([C:13]3[CH:18]=[CH:17][CH:16]=[CH:15][C:14]=3[Cl:19])[CH2:11][C:10]([C:20]([C:26]([F:29])([F:28])[F:27])([C:22]([F:25])([F:24])[F:23])[OH:21])=[N:9]2)=[CH:4][CH:3]=1.[CH3:30][S:31][C:32]1[CH:33]=[C:34](B(O)O)[CH:35]=[CH:36][CH:37]=1.C(=O)([O-])[O-].[Na+].[Na+].COCCOC>C1C=CC([P]([Pd]([P](C2C=CC=CC=2)(C2C=CC=CC=2)C2C=CC=CC=2)([P](C2C=CC=CC=2)(C2C=CC=CC=2)C2C=CC=CC=2)[P](C2C=CC=CC=2)(C2C=CC=CC=2)C2C=CC=CC=2)(C2C=CC=CC=2)C2C=CC=CC=2)=CC=1.C(OCC)(=O)C.C(O)C>[Cl:19][C:14]1[CH:15]=[CH:16][CH:17]=[CH:18][C:13]=1[CH:12]1[N:8]([C:5]2[CH:6]=[CH:7][C:2]([C:36]3[CH:35]=[CH:34][CH:33]=[C:32]([S:31][CH3:30])[CH:37]=3)=[CH:3][CH:4]=2)[N:9]=[C:10]([C:20]([C:22]([F:24])([F:23])[F:25])([C:26]([F:28])([F:29])[F:27])[OH:21])[CH2:11]1 |f:2.3.4,^1:56,58,77,96|. Solvent: C(C)O (ethanol), C(C)(=O)OCC (ethyl acetate). Product: ClC1=C(C=CC=C1)C1CC(=NN1C1=CC=C(C=C1)C1=CC(=CC=C1)SC)C(O)(C(F)(F)F)C(F)(F)F (5-(2-chloro-phenyl)-1-[3′-(methylsulfanyl)-biphenyl-4-yl]-3-[di-(trifluoromethyl)-hydroxy-methyl]-4,5-dihydro-1H-pyrazole). Isolated yield 6.8%. Reported procedure: 1-(4-Bromo-phenyl)-5-(2-chloro-phenyl)-3-[di-(trifluoromethyl)-hydroxy-methyl]-4,5-dihydro-1H-pyrazole (50.0 mg, 0.10 mmol) prepared in Step 5 of Preparation 24, 3-methylthiophenylboronic acid (25.1 mg, 0.15 mmol), Pd(PPh3)4 (11.5 mg, 0.01 mmol), and a 2N sodium carbonate solution (0.5 mL) were added to a mixed solvent of 1,2-dimethoxyethane (2.0 mL) and ethanol (0.5 mL). The reaction mixture was stirred at 90° C. for 2 hours and then ethyl acetate was added thereto. The reaction mixture was was... The reagents and catalysts are C=1C=CC(=CC1)[P](C=2C=CC=CC2)(C=3C=CC=CC3)[Pd]([P](C=4C=CC=CC4)(C=5C=CC=CC5)C=6C=CC=CC6)([P](C=7C=CC=CC7)(C=8C=CC=CC8)C=9C=CC=CC9)[P](C=1C=CC=CC1)(C=1C=CC=CC1)C=1C=CC=CC1 (Pd(PPh3)4). The reactants are C([O-])([O-])=O.[Na+].[Na+] (sodium carbonate), COCCOC (1,2-dimethoxyethane), BrC1=CC=C(C=C1)N1N=C(CC1C1=C(C=CC=C1)Cl)C(O)(C(F)(F)F)C(F)(F)F (1-(4-Bromo-phenyl)-5-(2-chloro-phenyl)-3-[di-(trifluoromethyl)-hydroxy-methyl]-4,5-dihydro-1H-pyrazole), CSC=1C=C(C=CC1)B(O)O (3-methylthiophenylboronic acid). Reaction conditions: temperature 90 celsius, time 2 hour.